This data is from the Open Reaction Database (ORD), a public repository of structured organic reaction records. The task is: describe an organic reaction: reactants, conditions, products, and yield The reactants are solution, CC=1N=CSC1 (4-methylthiazole), O1COC2=C1C=CC(=C2)CC(=O)N(C)OC (2-benzo(1,3)dioxol-5-yl-N-methoxy-N-methylacetamide), [Cl-].[NH4+] (ammonium chloride). Solvent: CCCCCC (hexane), O1CCCC1 (tetrahydrofuran), O1CCCC1 (tetrahydrofuran). Reaction conditions: time 30 minute. Yields the product O1COC2=C1C=CC(=C2)CC(=O)C=2SC=C(N2)C (2-benzo(1,3)dioxol-5-yl-1-(4-methylthiazol-2-yl)ethanone). The yield is 91.5%. RXN SMILES: [CH3:1][C:2]1[N:3]=[CH:4][S:5][CH:6]=1.[O:7]1[C:11]2[CH:12]=[CH:13][C:14]([CH2:16][C:17](N(OC)C)=[O:18])=[CH:15][C:10]=2[O:9][CH2:8]1.[Cl-].[NH4+]>CCCCCC.O1CCCC1>[O:7]1[C:11]2[CH:12]=[CH:13][C:14]([CH2:16][C:17]([C:4]3[S:5][CH:6]=[C:2]([CH3:1])[N:3]=3)=[O:18])=[CH:15][C:10]=2[O:9][CH2:8]1 |f:2.3|. Reported procedure: A 2.6M solution of n-butylithium in hexane (34 ml) was dropped into a solution of 4-methylthiazole (8.0 g) of tetrahydrofuran (150 ml) at −70° C. and the mixture was stirred for 30 minutes. Further, a solution of 2-benzo(1,3)dioxol-5-yl-N-methoxy-N-methylacetamide (20.0 g) in tetrahydrofuran (20 ml) was dropped therein and the mixture was stirred for 1 hour. This solution, to which a saturated aqueous solution of ammonium chloride was added, was extracted with ethyl acetate, and after the organi... Starting materials: CCC(C)C(CN(CC(=O)NC(CCSC)C(=O)OC)Cc1cccc2ccccc12)NC(=O)CSCc1ccc([N+](=O)[O-])cc1, CO, [Na+], [OH-]. Yields the product CCC(C)C(CN(CC(=O)NC(CCSC)C(=O)O)Cc1cccc2ccccc12)NC(=O)CSCc1ccc([N+](=O)[O-])cc1. RXN SMILES: [CH3:1][O:2][C:3]([CH:4]([NH:5][C:6]([CH2:7][N:8]([CH2:9][c:10]1[cH:11][cH:12][cH:13][c:14]2[cH:15][cH:16][cH:17][cH:18][c:19]12)[CH2:20][CH:21]([CH:22]([CH2:23][CH3:24])[CH3:25])[NH:26][C:27]([CH2:28][S:29][CH2:30][c:31]1[cH:32][cH:33][c:34]([N+:37](=[O:38])[O-:39])[cH:35][cH:36]1)=[O:40])=[O:41])[CH2:42][CH2:43][S:44][CH3:45])=[O:46].[CH3:49][OH:50].[Na+:48].[OH-:47]>>[O:2]=[C:3]([CH:4]([NH:5][C:6]([CH2:7][N:8]([CH2:9][c:10]1[cH:11][cH:12][cH:13][c:14]2[cH:15][cH:16][cH:17][cH:18][c:19]12)[CH2:20][CH:21]([CH:22]([CH2:23][CH3:24])[CH3:25])[NH:26][C:27]([CH2:28][S:29][CH2:30][c:31]1[cH:32][cH:33][c:34]([N+:37](=[O:38])[O-:39])[cH:35][cH:36]1)=[O:40])=[O:41])[CH2:42][CH2:43][S:44][CH3:45])[OH:46]. Starting materials: C(C)OC(=O)[C@@H]1N(C2=CC(=C(C=C2[C@@H](C1)NCC1=CC(=CC(=C1)C(F)(F)F)C(F)(F)F)OC)OC)C(=O)OC(C)CC (cis-4-(3,5-Bis-trifluoromethyl-benzylamino)-6,7-dimethoxy-3,4-dihydro-2H-quinoline-1,2-dicarboxylic acid 2-butyl ester 1-ethyl ester), N1=CC=CC=C1 (pyridine), ClC(=O)OC (Methyl chloroformate). Solvent: C(Cl)(Cl)Cl (chloroform), ClCCl (dichloromethane). Reaction conditions: temperature 0 celsius, time 1 hour. Yields the product C(C)OC(=O)[C@@H]1N(C2=CC(=C(C=C2[C@@H](C1)N(C(=O)OC)CC1=CC(=CC(=C1)C(F)(F)F)C(F)(F)F)OC)OC)C(=O)OC(C)CC (cis-4-[(3,5-Bis-trifluoromethyl-benzyl)-methoxycarbonyl-amino]-6,7-dimethoxy-3,4-dihydro-2H-quinoline-1,2-dicarboxylic acid 2-butyl ester 1-ethyl ester). Yield: 72.5%. Reaction SMILES: [CH2:1]([O:3][C:4]([C@H:6]1[CH2:15][C@@H:14]([NH:16][CH2:17][C:18]2[CH:23]=[C:22]([C:24]([F:27])([F:26])[F:25])[CH:21]=[C:20]([C:28]([F:31])([F:30])[F:29])[CH:19]=2)[C:13]2[C:8](=[CH:9][C:10]([O:34][CH3:35])=[C:11]([O:32][CH3:33])[CH:12]=2)[N:7]1[C:36]([O:38][CH:39]([CH2:41][CH3:42])[CH3:40])=[O:37])=[O:5])[CH3:2].N1C=CC=CC=1.Cl[C:50]([O:52][CH3:53])=[O:51]>ClCCl.C(Cl)(Cl)Cl>[CH2:1]([O:3][C:4]([C@H:6]1[CH2:15][C@@H:14]([N:16]([CH2:17][C:18]2[CH:19]=[C:20]([C:28]([F:31])([F:29])[F:30])[CH:21]=[C:22]([C:24]([F:25])([F:26])[F:27])[CH:23]=2)[C:50]([O:52][CH3:53])=[O:51])[C:13]2[C:8](=[CH:9][C:10]([O:34][CH3:35])=[C:11]([O:32][CH3:33])[CH:12]=2)[N:7]1[C:36]([O:38][CH:39]([CH2:41][CH3:42])[CH3:40])=[O:37])=[O:5])[CH3:2]. Procedure details: cis-4-(3,5-Bis-trifluoromethyl-benzylamino)-6,7-dimethoxy-3,4-dihydro-2H-quinoline-1,2-dicarboxylic acid 2-butyl ester 1-ethyl ester (Example 4) (approximately 500 mg, 0.83 mmol) and pyridine (195 mg, 2.5 mmol) were dissolved in anhydrous dichloromethane (100 mL) and cooled to 0° C. Methyl chloroformate (195 mg, 2.1 mmol) was added slowly. The reaction was stirred at 0° C. for 1 h, then at room temperature for 18 h. The reaction mixture was then diluted with chloroform, and washed with 1N HCl. T... Reactants: C(C)(C)N(C(C)C)CC (N,N-diisopropylethylamine), NCC1=C(C=CC(=C1)Br)NC(=O)C1=NC=CC=C1 (N-[2-(aminomethyl)-4-bromophenyl]pyridine-2-carboxamide), N1=C(C=CC=C1)C(=O)Cl (picolinoyl chloride). Run in C(Cl)Cl (methylene chloride). Product: BrC=1C=CC(=C(CNC(=O)C2=NC=CC=C2)C1)NC(=O)C1=NC=CC=C1 (N-{5-bromo-2-[(pyridin-2-ylcarbonyl)amino]benzyl}pyridine-2-carboxamide). The yield is 69.9%. RXN SMILES: [NH2:1][CH2:2][C:3]1[CH:8]=[C:7]([Br:9])[CH:6]=[CH:5][C:4]=1[NH:10][C:11]([C:13]1[CH:18]=[CH:17][CH:16]=[CH:15][N:14]=1)=[O:12].C(N(CC)C(C)C)(C)C.[N:28]1[CH:33]=[CH:32][CH:31]=[CH:30][C:29]=1[C:34](Cl)=[O:35]>C(Cl)Cl>[Br:9][C:7]1[CH:6]=[CH:5][C:4]([NH:10][C:11]([C:13]2[CH:18]=[CH:17][CH:16]=[CH:15][N:14]=2)=[O:12])=[C:3]([CH:8]=1)[CH2:2][NH:1][C:34]([C:29]1[CH:30]=[CH:31][CH:32]=[CH:33][N:28]=1)=[O:35]. Procedure: Compound 2-3 (0.050 g, 0.16 mmoles) was dissolved in 6 mL of methylene chloride. To the reaction vessel was added (0.06 mL, 0.32 mmoles) of N,N-diisopropylethylamine and (200 mg, 0.32 mmols, 1.49 mmol/gram) followed by the addition of (0.057 g, 0.32 mmol) picolinoyl chloride. The mixture was stirred until complete by TLC. The compound was then filtered and then the solvent was removed and then purified on a mass guided LC/MS to provide 46 mg (70%) of the title compound. 1H NMR (300 MHz, CDCl3): ... Reactants: COC1=C(C=O)C=CC=C1 (2-methoxybenzaldehyde), [C-]#N.[K+] (potassium cyanide), C1(=CC=CC=C1)N1CCNCC1 (1-phenylpiperazine). Solvent: CCOCC (ether), O (water), Cl (hydrochloric acid). Reaction conditions: temperature 0 celsius. Product: COC1=C(C=CC=C1)C(C#N)N1CCN(CC1)C1=CC=CC=C1 ((2-Methoxyphenyl)-(4-phenylpiperazine-1-yl)-acetonitrile). Yield: 75.6%. RXN SMILES: [C:1]1([N:7]2[CH2:12][CH2:11][NH:10][CH2:9][CH2:8]2)[CH:6]=[CH:5][CH:4]=[CH:3][CH:2]=1.[CH3:13][O:14][C:15]1[CH:22]=[CH:21][CH:20]=[CH:19][C:16]=1[CH:17]=O.[C-:23]#[N:24].[K+]>Cl.CCOCC.O>[CH3:13][O:14][C:15]1[CH:22]=[CH:21][CH:20]=[CH:19][C:16]=1[CH:17]([N:10]1[CH2:11][CH2:12][N:7]([C:1]2[CH:6]=[CH:5][CH:4]=[CH:3][CH:2]=2)[CH2:8][CH2:9]1)[C:23]#[N:24] |f:2.3|. Reported procedure: 6.5 g (40 mmol) of 1-phenylpiperazine are dissolved in 40 ml of 1N-hydrochloric acid and mixed with a solution of 5.4 g (40 mmol) of 2-methoxybenzaldehyde in 60 ml of ether. The mixture is cooled to 0° C., a solution of 2.5 g (40 mmol) potassium cyanide in 30 ml of water is slowly added dropwise, with stirring, and the mixture is stirred overnight at ambient temperature. Then the organic phase is separated off (any product already precipitated is removed by suction filtration beforehand). The aq...